The task is: describe an organic reaction: reactants, conditions, products, and yield. This data is from the Open Reaction Database (ORD), a public repository of structured organic reaction records. Reactants: C/C=C/C(=O)C1C(=C)CCCC1(C)C (gamma-damascone), C1(=CC=C(C=C1)S(=O)(=O)O)C (p-toluenesulfonic acid). Yields the product C=C1C(C(CCC1)(C)C)CCC=C (2-methylene-6,6-dimethyl-1-but-3-en-1-yl-cyclohexane). RXN SMILES: [CH3:1]/[CH:2]=[CH:3]/[C:4]([CH:6]1[C:12]([CH3:14])([CH3:13])[CH2:11][CH2:10][CH2:9][C:7]1=[CH2:8])=O.C1(C)C=CC(S(O)(=O)=O)=CC=1>>[CH2:8]=[C:7]1[CH2:9][CH2:10][CH2:11][C:12]([CH3:14])([CH3:13])[CH:6]1[CH2:4][CH2:3][CH:2]=[CH2:1]. Procedure details: A further purification gave a product having b.p. 87°/2.66×102Pa. The product thus obtained was converted into gamma-damascone by isomerization by means of an acid treatment with p-toluenesulfonic acid.